describe an organic reaction: reactants, conditions, products, and yield From a dataset of the Open Reaction Database (ORD), a public repository of structured organic reaction records. Starting materials: FC1=C(C=CC=C1)C1=CC=C(C=C1)C1=NC2=CC=C(C=C2C(=C1C)C(=O)O)CCN (2-(2'-Fluoro-1,1'-Biphenyl-4-yl)-3-Methyl-6-(2-Aminoethyl)-4Quinolinecarboxylic Acid), C(CCC(=O)[NH-])(=O)[O-].[Na+].[Na+] (Sodium Salt-succinamic acid), C1(CCC(=O)O1)=O (succinic anhydride), FC1=C(C=CC=C1)C1=CC=C(C=C1)C1=NC2=CC=C(C=C2C(=C1C)C(=O)O)CCN (2-(2'-Fluoro-1,1'-Biphenyl-4-yl)-3-Methyl-6-(2-Aminoethyl)-4-Quinolinecarboxylic Acid), C(CCC(=O)[NH-])(=O)[O-].[Na+].[Na+] (Sodium Salt-succinamic acid), FC1=C(C=CC=C1)C1=CC=C(C=C1)C1=NC2=CC=C(C=C2C(=C1C)C(=O)O)CCN (2-(2'-Fluoro-1,1'-Biphenyl-4-yl)-3-Methyl-6-(2 -Aminoethyl)-4-Quinolinecarboxylic Acid), [Na] (Sodium). Run in C(C)N(CC)CC (triethylamine), C([O-])(O)=O.[Na+] (sodium bicarbonate), C(C)N(CC)CC (triethylamine), CN(C=O)C (DMF), CN(C=O)C (dimethylformamide). Reaction conditions: time 8 hour. The product is C1(CCC(=O)O1)=O (succinic anhydride), C([O-])([O-])=O (carbonate). RXN SMILES: FC1C=CC=CC=1C1C=CC(C2C(C)=C([C:25]([OH:27])=[O:26])C3C(=CC=C(CCN)C=3)N=2)=CC=1.[Na].[C:32]1(=[O:38])[O:37][C:35](=[O:36])[CH2:34][CH2:33]1.C([O-])(=O)CCC([NH-])=[O:43].[Na+].[Na+]>CN(C)C=O.C(=O)(O)[O-].[Na+].C(N(CC)CC)C>[C:35]1(=[O:36])[O:37][C:32](=[O:38])[CH2:33][CH2:34]1.[C:25](=[O:26])([O-:43])[O-:27] |f:3.4.5,7.8,^1:30|. Reported procedure: A stock solution of succinic anhydride was prepared by dissolving 24.3 mg in 1.635 ml of dimethylformamide (DMF). 2-(2'-Fluoro-1,1'-Biphenyl-4-yl)-3-Methyl-6-(2 -Aminoethyl)-4-Quinolinecarboxylic Acid, Sodium Salt (10 mg) was placed in a glass vial along with 161 μl succinic anhydride stock solution and 9 μl dry triethylamine. This was stirred overnight in the dark at room temperature. A stock solution of Disuccinimdyl carbonate (DSC) was prepared by dissolving 62.4 mg of DSC into 1.59 ml of dry... Reactants: N1C=NC=C1 (imidazole), thienyl, C(C)(=O)C=1SC=CC1 (2-acetylthiophene), bromo. The product is S1C(=CC=C1)C(CN1C=NC=C1)=O (1-(2-thienyl)-2-(1H-imidazol-1-yl)ethanone). RXN SMILES: [C:1]([C:4]1[S:5][CH:6]=[CH:7][CH:8]=1)(=[O:3])[CH3:2].[NH:9]1[CH:13]=[CH:12][N:11]=[CH:10]1>>[S:5]1[CH:6]=[CH:7][CH:8]=[C:4]1[C:1](=[O:3])[CH2:2][N:9]1[CH:13]=[CH:12][N:11]=[CH:10]1. Reported procedure: As illustrated in the following diagram, the thienyl compounds of this invention can be prepared by an initial bromination of 2-acetylthiophene 1, and reacting the resulting bromo derivative 2 with imidazole to produce the 1-(2-thienyl)-2-(1H-imidazol-1-yl)ethanone 3. Reaction of compound 3 with N-methylhyroxylamine hydrochloride provides the 1-(2-thienyl)-2-(1H-imidazol-1-yl)-N-methylethanimine N-oxide 4 which is included in the subject matter of our co-pending application Ser. No. 900,856 file... Reactants: BrB(Br)Br, COc1cc2c3c4c(c(-c5ccccc5Cl)cc3n(C)c2cc1OCCCN1CCOCC1)C(=O)NC4=O. As a reaction SMILES: [B:39]([Br:40])([Br:41])[Br:42].[Cl:1][c:2]1[c:3](-[c:8]2[cH:9][c:10]3[n:11]([CH3:38])[c:12]4[cH:13][c:14]([O:28][CH2:29][CH2:30][CH2:31][N:32]5[CH2:33][CH2:34][O:35][CH2:36][CH2:37]5)[c:15]([O:26][CH3:27])[cH:16][c:17]4[c:18]3[c:19]3[c:20]2[C:21](=[O:25])[NH:22][C:23]3=[O:24])[cH:4][cH:5][cH:6][cH:7]1>>[Cl:1][c:2]1[c:3](-[c:8]2[cH:9][c:10]3[n:11]([CH3:38])[c:12]4[cH:13][c:14]([O:28][CH2:29][CH2:30][CH2:31][N:32]5[CH2:33][CH2:34][O:35][CH2:36][CH2:37]5)[c:15]([OH:26])[cH:16][c:17]4[c:18]3[c:19]3[c:20]2[C:21](=[O:25])[NH:22][C:23]3=[O:24])[cH:4][cH:5][cH:6][cH:7]1. The product is Cn1c2cc(OCCCN3CCOCC3)c(O)cc2c2c3c(c(-c4ccccc4Cl)cc21)C(=O)NC3=O. The reactants are CN1C2CCC1CC(C2)O (tropine), ClC1=NC2=C(N1C1CCN(CC1)C1(CCCCCCC1)C)C=CC=C2 (2-chloro-1-[1-(1-methylcyclooctyl)-4-piperidinyl]-1H-benzimidazole), [H-].[Na+] (NaH). Solvent: CN(C)C=O (DMF), CN(C)C=O (DMF), CN(C)C=O (DMF). Conditions: temperature 0 celsius, time 0.5 hour. Product: CN1C2CC(CC1CC2)OC2=NC1=C(N2C2CCN(CC2)C2(CCCCCCC2)C)C=CC=C1 (2-[(8-Methyl-8-azabicyclo[3.2.1]oct-3-yl)oxy]-1-[1-(1-methylcyclooctyl)-4-piperidinyl]-1H-benzimidazole). The yield is 20.2%. RXN SMILES: [H-].[Na+].[CH3:3][N:4]1[CH:8]2[CH2:9][CH:10]([OH:12])[CH2:11][CH:5]1[CH2:6][CH2:7]2.Cl[C:14]1[N:18]([CH:19]2[CH2:24][CH2:23][N:22]([C:25]3([CH3:33])[CH2:32][CH2:31][CH2:30][CH2:29][CH2:28][CH2:27][CH2:26]3)[CH2:21][CH2:20]2)[C:17]2[CH:34]=[CH:35][CH:36]=[CH:37][C:16]=2[N:15]=1>CN(C=O)C>[CH3:3][N:4]1[CH:8]2[CH2:7][CH2:6][CH:5]1[CH2:11][CH:10]([O:12][C:14]1[N:18]([CH:19]3[CH2:24][CH2:23][N:22]([C:25]4([CH3:33])[CH2:32][CH2:31][CH2:30][CH2:29][CH2:28][CH2:27][CH2:26]4)[CH2:21][CH2:20]3)[C:17]3[CH:34]=[CH:35][CH:36]=[CH:37][C:16]=3[N:15]=1)[CH2:9]2 |f:0.1|. Reported procedure: To a stirred suspension of NaH (60% oil suspension, 102.8 mg, 2.57 mmol was used after washing with n-hexane) in DMF (1.5 ml) was added a solution of tropine (190.6 mg, 1.35 mmol) in DMF (1.5 ml) dropwise at 0° C. After 0.5 hour stirring, a solution of 2-chloro-1-[1-(1-methylcyclooctyl)-4-piperidinyl]-1H-benzimidazole (162 mg, 0.45 mmol) in DMF (3 ml) was added to the reaction mixture at 0° C. The resulting mixture was stirred at room temperature for 23 hours and then at 120° C. for 19 hours. Af...